From a dataset of the Open Reaction Database (ORD), a public repository of structured organic reaction records. describe an organic reaction: reactants, conditions, products, and yield Reactants: COc1cncc(Br)c1, [Li]CCCC, C1CCOC1, CCOCC, CC(C)(C)OC(=O)N1CC2CC(=O)CC2C1. Yields the product COc1cncc(C2(O)CC3CN(C(=O)OC(C)(C)C)CC3C2)c1. As a reaction SMILES: [Br:6][c:7]1[cH:8][n:9][cH:10][c:11]([O:13][CH3:14])[cH:12]1.[CH2:1]([Li:2])[CH2:3][CH2:4][CH3:5].[CH2:31]1[O:32][CH2:33][CH2:34][CH2:35]1.[CH3:36][CH2:37][O:38][CH2:39][CH3:40].[O:15]=[C:16]1[CH2:17][CH:18]2[CH:19]([CH2:20][N:21]([C:23](=[O:24])[O:25][C:26]([CH3:27])([CH3:28])[CH3:29])[CH2:22]2)[CH2:30]1>>[c:7]1([C:16]2([OH:15])[CH2:17][CH:18]3[CH:19]([CH2:20][N:21]([C:23](=[O:24])[O:25][C:26]([CH3:27])([CH3:28])[CH3:29])[CH2:22]3)[CH2:30]2)[cH:8][n:9][cH:10][c:11]([O:13][CH3:14])[cH:12]1.